From a dataset of the Open Reaction Database (ORD), a public repository of structured organic reaction records. describe an organic reaction: reactants, conditions, products, and yield Reactants: [Cr](=O)(=O)([O-])O[Cr](=O)(=O)[O-].[NH+]1=CC=CC=C1.[NH+]1=CC=CC=C1 (pyridinium dichromate), FC(CC(C(CO)C1=CC=C(C=C1)C)C)(F)F (5,5,5-trifluoro-3-methyl-2-(4-methylphenyl)pentan-1-ol), O (water). The solvent is CN(C)C=O (DMF). Reaction conditions: time 12 hour. Product: FC(CC(C(C(=O)O)C1=CC=C(C=C1)C)C)(F)F (5,5,5-Trifluoro-3-methyl-2-(4-methylphenyl)pentanoic acid). Reaction SMILES: [Cr](O[Cr]([O-])(=O)=O)([O-])(=O)=O.[NH+]1C=CC=CC=1.[NH+]1C=CC=CC=1.[F:22][C:23]([F:38])([F:37])[CH2:24][CH:25]([CH3:36])[CH:26]([C:29]1[CH:34]=[CH:33][C:32]([CH3:35])=[CH:31][CH:30]=1)[CH2:27][OH:28].[OH2:39]>CN(C=O)C>[F:22][C:23]([F:37])([F:38])[CH2:24][CH:25]([CH3:36])[CH:26]([C:29]1[CH:30]=[CH:31][C:32]([CH3:35])=[CH:33][CH:34]=1)[C:27]([OH:39])=[O:28] |f:0.1.2|. Reported procedure: 26.7 g (71.1 mmol) of pyridinium dichromate were added to 5 g (20.3 mmol) of 5,5,5-trifluoro-3-methyl-2-(4-methylphenyl)pentan-1-ol in 83 ml of DMF, and the mixture was stirred at room temperature for 12 hours. The reaction mixture was subsequently added to 100 ml of water, the organic phase was separated off and the aqueous phase was extracted six more times with diethyl ether. The combined organic phases were extracted five times with 0.5 M aqueous sodium hydroxide solution. The combined aqueo... Solvent: O1CCCC1 (tetrahydrofuran), C(Cl)Cl (methylene chloride). Procedure details: A solution of 13.18 g of (2R,3R)-N,N-bis-(tert-butoxycarbonylmethyl)-2,3-epoxybutyramide in 100 ml of tetrahydrofuran is cooled with stirring to -15°, and 100 ml of a 0.5-molar solution of lithium hexamethyldisilazide in tetrahydrofiran is added at temperatures between -15° and -10°. The progress of the reaction is followed by thin layer chromatography (solvent: a 1:1 mixture of hexane and ethyl acetate); the reaction is complete after stirring for about 4 hours at the temperature indicated abov... RXN SMILES: [C:1]([O:5][C:6]([CH2:8][N:9]([CH2:16][C:17]([O:19][C:20]([CH3:23])([CH3:22])[CH3:21])=[O:18])[C:10](=[O:15])[C@@H:11]1[O:14][C@@H:12]1[CH3:13])=[O:7])([CH3:4])([CH3:3])[CH3:2].C[Si](C)(C)[N-][Si](C)(C)C.[Li+].CCCCCC.C(OCC)(=O)C>O1CCCC1.C(Cl)Cl>[C:1]([O:5][C:6]([C@H:8]1[N:9]([CH2:16][C:17]([O:19][C:20]([CH3:23])([CH3:22])[CH3:21])=[O:18])[C:10](=[O:15])[C@@H:11]1[C@H:12]([OH:14])[CH3:13])=[O:7])([CH3:4])([CH3:3])[CH3:2] |f:1.2|. Reactants: C(C)(C)(C)OC(=O)CN(C([C@H]1[C@@H](C)O1)=O)CC(=O)OC(C)(C)C ((2R,3R)-N,N-bis-(tert-butoxycarbonylmethyl)-2,3-epoxybutyramide), CCCCCC (hexane), C(C)(=O)OCC (ethyl acetate), solution, C[Si]([N-][Si](C)(C)C)(C)C.[Li+] (lithium hexamethyldisilazide). Yields the product C(C)(C)(C)OC(=O)[C@@H]1[C@H](C(N1CC(=O)OC(C)(C)C)=O)[C@@H](C)O ((3S,4S,1R)-4-tert-butoxycarbonyl-1-tert-butoxycarbonylmethyl-3-(1'-hydroxyethyl)-azetidin-2-one). Reactants: CCC1C(=O)NC2(S1)CCN(CC2)C (AF267), COC=1C=CC(=CC1)P2(=S)SP(=S)(S2)C=3C=CC(=CC3)OC (Lawesson's Reagent), 96. Run in C(C)#N (acetonitrile). Product: C(C)C1SC2(NC1=S)CCN(CC2)C (2-Ethyl-8-methyl-1-thia-4,8-diaza-spiro[4.5]decane-3-thione). Reaction SMILES: [CH3:1][CH2:2][CH:3]1[S:8][C:7]2([CH2:13][CH2:12][N:11]([CH3:14])[CH2:10][CH2:9]2)[NH:6][C:4]1=O.COC1C=CC(P2(SP(C3C=CC(OC)=CC=3)(=S)S2)=[S:24])=CC=1>C(#N)C>[CH2:2]([CH:3]1[C:4](=[S:24])[NH:6][C:7]2([CH2:13][CH2:12][N:11]([CH3:14])[CH2:10][CH2:9]2)[S:8]1)[CH3:1]. Procedure: A mixture of AF267 (214 mg, 1 mmol) and Lawesson's Reagent (280 mg, 0.692 mmol) in acetonitrile (5 ml) was heated under reflux for 17 hrs. The solvent was removed and residue was dissolved in concentrate aqueous sodium carbonate (0.5 ml) and then extracted with ethyl acetate. The extract was dried and the solvent evaporated. The residue (250 mg), recrystallized first from toluene and then from acetonitrile gave pure AF510. 1H-NMR (CDCl3) δ 1.03 (t, CH3CH2), 1.83 (m), 1.93–2.44 (m), 2.30 (s, CH3N... Starting materials: CC(C)(C)OC(=O)NC(CCNc1ncc(Br)cc1[N+](=O)[O-])C(=O)OC(C)(C)C, CCO, [Cl-], [Fe], [NH4+], C1CCOC1. The product is CC(C)(C)OC(=O)NC(CCNc1ncc(Br)cc1N)C(=O)OC(C)(C)C. As a reaction SMILES: [Br:1][c:2]1[cH:3][c:4]([N+:27]([O-:28])=[O:29])[c:5]([NH:8][CH2:9][CH2:10][CH:11]([C:12](=[O:13])[O:14][C:15]([CH3:16])([CH3:17])[CH3:18])[NH:19][C:20](=[O:21])[O:22][C:23]([CH3:24])([CH3:25])[CH3:26])[n:6][cH:7]1.[CH3:32][CH2:33][OH:34].[Cl-:30].[Fe:35].[NH4+:31].[O:36]1[CH2:37][CH2:38][CH2:39][CH2:40]1>>[Br:1][c:2]1[cH:3][c:4]([NH2:27])[c:5]([NH:8][CH2:9][CH2:10][CH:11]([C:12](=[O:13])[O:14][C:15]([CH3:16])([CH3:17])[CH3:18])[NH:19][C:20](=[O:21])[O:22][C:23]([CH3:24])([CH3:25])[CH3:26])[n:6][cH:7]1. Reactants: [Li]CCCC, CC(C)[N-]C(C)C, COc1cc2c(cc1OC)C(C1CCC1)=NCC2, CC(C)NC(C)C, N#Cc1ccccc1F, [Li+], C1CCOC1. Yields the product COc1cc2c(cc1OC)C(C1(c3ccccc3C#N)CCC1)=NCC2. Reaction SMILES: [CH2:1]([Li:2])[CH2:3][CH2:4][CH3:5].[CH:13]([N-:14][CH:15]([CH3:16])[CH3:17])([CH3:18])[CH3:19].[CH:21]1([C:25]2=[N:26][CH2:27][CH2:28][c:29]3[cH:30][c:31]([O:37][CH3:38])[c:32]([O:35][CH3:36])[cH:33][c:34]32)[CH2:22][CH2:23][CH2:24]1.[CH:6]([NH:7][CH:8]([CH3:9])[CH3:10])([CH3:11])[CH3:12].[F:39][c:40]1[c:41]([C:42]#[N:43])[cH:44][cH:45][cH:46][cH:47]1.[Li+:20].[O:48]1[CH2:49][CH2:50][CH2:51][CH2:52]1>>[C:21]1([C:25]2=[N:26][CH2:27][CH2:28][c:29]3[cH:30][c:31]([O:37][CH3:38])[c:32]([O:35][CH3:36])[cH:33][c:34]32)([c:40]2[c:41]([C:42]#[N:43])[cH:44][cH:45][cH:46][cH:47]2)[CH2:22][CH2:23][CH2:24]1.